describe an organic reaction: reactants, conditions, products, and yield From a dataset of the Open Reaction Database (ORD), a public repository of structured organic reaction records. Starting materials: COC(CCCCCCC(=O)NC=1SC=C(N1)C1=CC(=CC=C1)[N+](=O)[O-])=O (octanedioic acid [4-(3-Nitro-phenyl)-thiazol-2-yl]-amide methyl ester), [N+](=O)([O-])C1=C(C=CC=C1)C=1N=C(SC1)N (4-(2-nitrophenyl)-2-thiazolamine), C(C1=CC=CC=C1)ONC(=O)CCCCCCC(=O)O (7-benzyloxycarbamoyl-heptanoic acid). Product: [N+](=O)([O-])C1=C(C=CC=C1)C=1N=C(SC1)NC(CCCCCCC(=O)NOCC1=CC=CC=C1)=O (octanedioic acid benzyloxy-amide [4-(2-nitro-phenyl)-thiazol-2-yl]-amide). Reaction SMILES: COC(=O)CCCCCCC(NC1SC=C(C2C=CC=C([N+]([O-])=O)C=2)N=1)=O.[N+:28]([C:31]1[CH:36]=[CH:35][CH:34]=[CH:33][C:32]=1[C:37]1[N:38]=[C:39]([NH2:42])[S:40][CH:41]=1)([O-:30])=[O:29].[CH2:43]([O:50][NH:51][C:52]([CH2:54][CH2:55][CH2:56][CH2:57][CH2:58][CH2:59][C:60](O)=[O:61])=[O:53])[C:44]1[CH:49]=[CH:48][CH:47]=[CH:46][CH:45]=1>>[N+:28]([C:31]1[CH:36]=[CH:35][CH:34]=[CH:33][C:32]=1[C:37]1[N:38]=[C:39]([NH:42][C:60](=[O:61])[CH2:59][CH2:58][CH2:57][CH2:56][CH2:55][CH2:54][C:52]([NH:51][O:50][CH2:43][C:44]2[CH:49]=[CH:48][CH:47]=[CH:46][CH:45]=2)=[O:53])[S:40][CH:41]=1)([O-:30])=[O:29]. Procedure: Compound 15 was prepared using the methodology described for the preparation of compound 14, by substituting 4-(3-nitrophenyl)-thiazol-2-ylamine with 4-(2-nitrophenyl)-2-thiazolamine (12) and using of compound 5 instead of compound 13. 1H NMR (400 MHz, DMSO-d6) δ (ppm). 12.14 (1H, s), 10.93 (1H, s); 7:88 (1H; d, J=7.4 Hz), 7.77 (1H, t, J=7.0 Hz), 7.72 (1H, d, J=7.4 Hz), 7.60 (1H, t, J=7.0 Hz), 7.51 (1H, s), 7.38-7.33 (5H, m), 4.78 (2H, s), 2.44 (2H, t, J=7.3 Hz), 1.94 (2H, t, J=7.3), 1.58 (2H, m... Starting materials: [OH-].[Na+] (sodium hydroxide), OC(CC(=O)OCC)(C1=CC=CC=C1)C1=CC=C(C=C1)OCOC (ethyl 3-hydroxy-3-[4-(methoxymethoxy)phenyl]-3-phenylpropionate), Cl (hydrochloric acid). Run in C(C)O (ethanol). The product is OC(CC(=O)O)(C1=CC=CC=C1)C1=CC=C(C=C1)OCOC (3-hydroxy-3-[4-(methoxymethoxy)phenyl]-3-phenylpropionic acid). Yield: 96.0%. RXN SMILES: [OH:1][C:2]([C:15]1[CH:20]=[CH:19][C:18]([O:21][CH2:22][O:23][CH3:24])=[CH:17][CH:16]=1)([C:9]1[CH:14]=[CH:13][CH:12]=[CH:11][CH:10]=1)[CH2:3][C:4]([O:6]CC)=[O:5].[OH-].[Na+].Cl>C(O)C>[OH:1][C:2]([C:15]1[CH:16]=[CH:17][C:18]([O:21][CH2:22][O:23][CH3:24])=[CH:19][CH:20]=1)([C:9]1[CH:10]=[CH:11][CH:12]=[CH:13][CH:14]=1)[CH2:3][C:4]([OH:6])=[O:5] |f:1.2|. Reported procedure: 0.23 g of ethyl 3-hydroxy-3-[4-(methoxymethoxy)phenyl]-3-phenylpropionate was dissolved in 1 ml ethanol, and then stirred with 14 ml of 2 mol/l aqueous sodium hydroxide at room temperature for 16 hours. The reaction mixture was adjusted to pH 1 with concentrated hydrochloric acid, extracted with ethyl acetate three times, washed twice with water and once with brine, followed by drying over anhydrous magnesium sulfate. The drying agent was filtered off and the solvent was evaporated to give 3-hyd...